From a dataset of the Open Reaction Database (ORD), a public repository of structured organic reaction records. describe an organic reaction: reactants, conditions, products, and yield Procedure details: To a solution of 4-(4-phenyl-1-butenyl)-N-methyl-N-(tetrahydropyran-2-yloxy)benzamide (prepared in Example 1 Part E) (500 mg, 1.37 mmol) in 12 ml of CH3OH under argon was added pyridinium 4-toluenesulfonate (344 mg, 1.0 eq.). The mixture was heated to 55° C. and stirred for 2.5 hours. The solution was diluted with ether and washed with 1/2 saturate sodium chloride (20 ml) and brine (10 ml). The organic layer was dried over anhydrous MgSO4 and reduced to yield a light yellow oil which was flash c... Run at temperature 55 celsius, time 2.5 hour. Yields the product ON(C(C1=CC=C(C=C1)C=CCCC1=CC=CC=C1)=O)C (N-Hydroxy-N-methyl-4-(4-phenyl-1-butenyl)benzamide). Solvent: CCOCC (ether), CO (CH3OH). The reactants are C1(=CC=CC=C1)CCC=CC1=CC=C(C(=O)N(OC2OCCCC2)C)C=C1 (4-(4-phenyl-1-butenyl)-N-methyl-N-(tetrahydropyran-2-yloxy)benzamide), C1(=CC=C(C=C1)S(=O)(=O)[O-])C.[NH+]1=CC=CC=C1 (pyridinium 4-toluenesulfonate). RXN SMILES: [C:1]1([CH2:7][CH2:8][CH:9]=[CH:10][C:11]2[CH:27]=[CH:26][C:14]([C:15]([N:17]([CH3:25])[O:18]C3CCCCO3)=[O:16])=[CH:13][CH:12]=2)[CH:6]=[CH:5][CH:4]=[CH:3][CH:2]=1.C1(C)C=CC(S([O-])(=O)=O)=CC=1.[NH+]1C=CC=CC=1>CO.CCOCC>[OH:18][N:17]([CH3:25])[C:15](=[O:16])[C:14]1[CH:13]=[CH:12][C:11]([CH:10]=[CH:9][CH2:8][CH2:7][C:1]2[CH:2]=[CH:3][CH:4]=[CH:5][CH:6]=2)=[CH:27][CH:26]=1 |f:1.2|. Starting materials: NS(=O)(=O)O (amidosulfonic acid), BrN1C(CCC1=O)=O (N-bromosuccinimide), C[Si](NC(C)=O)(C)C (N-trimethylsilylacetamide), C(C1=CC=CC=C1)(=O)NC1[C@@H]2N(C(=C(CS2=O)C)C(=O)O)C1=O (7-benzamido-3-methyl-3-cephem-4-carboxylic acid-1-oxide). Solvent: ClCCl (dichloromethane), ClCCl (dichloromethane). Conditions: time 2 hour. The product is C(C1=CC=CC=C1)(=O)NC1[C@@H]2N(C(=C(CS2=O)CBr)C(=O)O[Si](C)(C)C)C1=O (trimethylsilyl 7-benzamido-3-bromomethyl-3-cephem-4-carboxylate-1-oxide). Isolated yield 48.0%. Reaction SMILES: [CH3:1][Si:2]([CH3:8])([CH3:7])NC(=O)C.[C:9]([NH:17][CH:18]1[C:30](=[O:31])[N:20]2[C:21]([C:27]([OH:29])=[O:28])=[C:22]([CH3:26])[CH2:23][S:24](=[O:25])[C@H:19]12)(=[O:16])[C:10]1[CH:15]=[CH:14][CH:13]=[CH:12][CH:11]=1.NS(O)(=O)=O.[Br:37]N1C(=O)CCC1=O>ClCCl>[C:9]([NH:17][CH:18]1[C:30](=[O:31])[N:20]2[C:21]([C:27]([O:29][Si:2]([CH3:8])([CH3:7])[CH3:1])=[O:28])=[C:22]([CH2:26][Br:37])[CH2:23][S:24](=[O:25])[C@H:19]12)(=[O:16])[C:10]1[CH:15]=[CH:14][CH:13]=[CH:12][CH:11]=1. Reported procedure: 208 mg of N-trimethylsilylacetamide (1.59 mmoles) were added to a suspension of 383 mg (1.14 mmoles) of 7-benzamido-3-methyl-3-cephem-4-carboxylic acid-1-oxide in 25 ml of dichloromethane, and after stirring for 11/2 hours at room temperature, a clear solution was obtained, which was diluted with dichloromethane to 50 ml. 200 mg of amidosulfonic acid (1.04 mmoles) were added thereto and the mixture was cooled in an ice-bath. Bromination was carried out in half an hour using 310 mg (1.74 mmoles) ... Reactants: O.NN (hydrazine hydrate), ClC1=C(C=C(C=C1)S(=O)(=O)N)[N+](=O)[O-] (4-chloro-3-nitrobenzenesulfonamide). Solvent: C(C)O (ethanol). Conditions: time 30 minute. Product: [N+](=O)([O-])C1=C(C=CC(=C1)S(N)(=O)=O)NN (2-nitro-4-sulfamoylphenylhydrazine). The yield is 93.4%. As a reaction SMILES: O.[NH2:2][NH2:3].Cl[C:5]1[CH:10]=[CH:9][C:8]([S:11]([NH2:14])(=[O:13])=[O:12])=[CH:7][C:6]=1[N+:15]([O-:17])=[O:16]>C(O)C>[N+:15]([C:6]1[CH:7]=[C:8]([S:11](=[O:13])(=[O:12])[NH2:14])[CH:9]=[CH:10][C:5]=1[NH:2][NH2:3])([O-:17])=[O:16] |f:0.1|. Procedure details: 20 ml of hydrazine hydrate were added to a suspension of 47.33 g of 4-chloro-3-nitrobenzenesulfonamide [prepared as described in: J. Am. Chem. Soc. 73, 2558 (1951)] in 200 ml of abs. ethanol. The mixture was boiled under stirring for 30 minutes, then cooled down. The crystals were filtered by suction and thoroughly washed with water to obtain 43.38 g (93.4%) of 2-nitro-4-sulfamoylphenylhydrazine, m.p.: 217°-218° C. (with decomposition). Reactants: ClC=1C=CC=C2C=C(NC12)B1OC(C(O1)(C)C)(C)C (7-chloro-2-(4,4,5,5-tetramethyl[1,3,2]dioxaborolan-2-yl)-1H-indole), CC1=C2C=CNC2=CC=C1 (4-methyl-1H-indole). Yields the product CC1=C2C=C(NC2=CC=C1)B1OC(C(O1)(C)C)(C)C (4-Methyl-2-(4,4,5,5-tetramethyl-[1,3,2]dioxaborolan-2-yl)-1H-indole). Reaction SMILES: Cl[C:2]1[CH:3]=[CH:4][CH:5]=[C:6]2[C:10]=1[NH:9][C:8]([B:11]1[O:15][C:14]([CH3:17])([CH3:16])[C:13]([CH3:19])([CH3:18])[O:12]1)=[CH:7]2.[CH3:20]C1C=CC=C2C=1C=CN2>>[CH3:20][C:5]1[CH:4]=[CH:3][CH:2]=[C:10]2[C:6]=1[CH:7]=[C:8]([B:11]1[O:15][C:14]([CH3:17])([CH3:16])[C:13]([CH3:19])([CH3:18])[O:12]1)[NH:9]2. Procedure: Prepared according to a procedure analogous to that described for 7-chloro-2-(4,4,5,5-tetramethyl[1,3,2]dioxaborolan-2-yl)-1H-indole using 4-methyl-1H-indole. Starting materials: COC(CCC1=CN(C2=CC=C(C=C12)Br)S(=O)(=O)C1=CC=CC=C1)=O (3-(1-Benzenesulfonyl-5-bromo-1H-indol-3-yl)-propionic acid methyl ester), C(=O)([O-])[O-].[K+].[K+] (K2CO3), S1C=C(C=C1)B(O)O (3-thienyl boronic acid), C1(=CC=CC=C1)P(C1=CC=CC=C1)C1=CC=CC=C1 (triphenylphosphine). Reagents/catalysts: CC(=O)[O-].CC(=O)[O-].[Pd+2] (Pd(OAc)2). Run in COCCOC (1,2-Dimethoxyethane), O (H2O). Conditions: temperature 90 celsius. Yields the product COC(CCC1=CN(C2=CC=C(C=C12)C1=CSC=C1)S(=O)(=O)C1=CC=CC=C1)=O (3-(Benzenesulfonyl-5-thiophen-3-yl-1H-indol-3-yl)-propionic acid methyl ester). As a reaction SMILES: [CH3:1][O:2][C:3](=[O:25])[CH2:4][CH2:5][C:6]1[C:14]2[C:9](=[CH:10][CH:11]=[C:12](Br)[CH:13]=2)[N:8]([S:16]([C:19]2[CH:24]=[CH:23][CH:22]=[CH:21][CH:20]=2)(=[O:18])=[O:17])[CH:7]=1.[S:26]1[CH:30]=[CH:29][C:28](B(O)O)=[CH:27]1.C1(P(C2C=CC=CC=2)C2C=CC=CC=2)C=CC=CC=1.C([O-])([O-])=O.[K+].[K+]>CC([O-])=O.CC([O-])=O.[Pd+2].O.COCCOC>[CH3:1][O:2][C:3](=[O:25])[CH2:4][CH2:5][C:6]1[C:14]2[C:9](=[CH:10][CH:11]=[C:12]([C:28]3[CH:29]=[CH:30][S:26][CH:27]=3)[CH:13]=2)[N:8]([S:16]([C:19]2[CH:24]=[CH:23][CH:22]=[CH:21][CH:20]=2)(=[O:18])=[O:17])[CH:7]=1 |f:3.4.5,6.7.8|. Procedure: 3-(1-Benzenesulfonyl-5-bromo-1H-indol-3-yl)-propionic acid methyl ester 89 (200 mg, 0.474 mmol) was combined with 3-thienyl boronic acid (67.0 mg, 0.52 mmol), triphenylphosphine (9.0 mg, 0.03 mmol), Pd(OAc)2 (4.0 mg, 0.015 mmol), K2CO3 (90 mg, 0.65 mmol), 1,2-Dimethoxyethane (DME, 4.0 mL) and H2O (0.4 mL) and was heated at 90° C. for 48 hours. The reaction was allowed to cool to room temperature and the solvent was evaporated. The resulting residue was dissolved in EtOAc and washed with brine. T...